describe an organic reaction: reactants, conditions, products, and yield From a dataset of the Open Reaction Database (ORD), a public repository of structured organic reaction records. Reactants: C[Si](C)(C)[N-][Si](C)(C)C.[Na+] (NaHMDS), C(C)OC(=O)C1CCN(CC1)C(=O)OC(C)(C)C (piperidine-1,4-dicarboxylic acid 1-tert-butyl ester 4-ethyl ester), CI (Methyliodide), enolate. Run in C1CCOC1 (THF), C1CCOC1 (THF). Conditions: temperature -78 celsius, time 2 hour. Product: C(C)OC(=O)C1(CCN(CC1)C(=O)OC(C)(C)C)C (4-Methyl-piperidine-1,4-dicarboxylic acid 1-tert-butyl ester 4-ethyl ester). As a reaction SMILES: C[Si]([N-][Si](C)(C)C)(C)C.[Na+].[CH2:11]([O:13][C:14]([CH:16]1[CH2:21][CH2:20][N:19]([C:22]([O:24][C:25]([CH3:28])([CH3:27])[CH3:26])=[O:23])[CH2:18][CH2:17]1)=[O:15])[CH3:12].[CH3:29]I>C1COCC1>[CH2:11]([O:13][C:14]([C:16]1([CH3:29])[CH2:21][CH2:20][N:19]([C:22]([O:24][C:25]([CH3:27])([CH3:26])[CH3:28])=[O:23])[CH2:18][CH2:17]1)=[O:15])[CH3:12] |f:0.1|. Reported procedure: A solution of NaHMDS (2M in THF, 148 mmol, 74 mL, diluted to 100 mL) is cooled at −78° C. and a solution of piperidine-1,4-dicarboxylic acid 1-tert-butyl ester 4-ethyl ester (25.74 g, 100 mmol) in THF (50 mL of solution) is added slowly. The mixture is stirred for 2 h at −78° C. Methyliodide (7.5 mL, 120 mmol) is dissolved in THF (60 mL) and the cold solution of enolate is added. The mixture is stirred at r.t. for 1 h and quenched with HCl (1M, 75 mL) and ether (200 mL). the phases are separated... RXN SMILES: [Br:18][c:19]1[cH:20][n:21][cH:22][cH:23][cH:24]1.[CH3:1][c:2]1[n:3][c:4]([NH:7][C:8](=[O:9])[c:10]2[n:11][c:12]([CH3:17])[cH:13][cH:14][c:15]2[NH2:16])[s:5][cH:6]1.[Pd:25]>>[CH3:1][c:2]1[n:3][c:4]([NH:7][C:8](=[O:9])[c:10]2[n:11][c:12]([CH3:17])[cH:13][cH:14][c:15]2[NH:16][c:19]2[cH:20][n:21][cH:22][cH:23][cH:24]2)[s:5][cH:6]1. Product: Cc1csc(NC(=O)c2nc(C)ccc2Nc2cccnc2)n1. The reactants are Brc1cccnc1, Cc1csc(NC(=O)c2nc(C)ccc2N)n1, [Pd].